Dataset: the Open Reaction Database (ORD), a public repository of structured organic reaction records. Task: describe an organic reaction: reactants, conditions, products, and yield Starting materials: FC=1C=C(C=CC1N1CCN(CC1)C(COC(C)=O)=O)C1=NOC(C1)COC1=NOC=C1 ((5RS)-3-(3-Fluoro-4(4-(2-acetoxyacetyl)piperazin-1-yl)phenyl)-5-isoxazol-3-yloxymethyl-4,5-dihydroisoxazole), N (ammonia). Run in O1CCCC1 (tetrahydrofuran), CO (methanol). Reaction conditions: time 40 hour. Product: FC=1C=C(C=CC1N1CCN(CC1)C(CO)=O)C1=NOC(C1)COC1=NOC=C1 ((5RS)-3-(3-Fluoro-4-(4-(2-hydroxyacetyl)piperazin-1-yl)phenyl)-5-isoxazol-3-yloxymethyl-4,5-dihydroisoxazole). Isolated yield 90.7%. Reaction SMILES: [F:1][C:2]1[CH:3]=[C:4]([C:21]2[CH2:25][CH:24]([CH2:26][O:27][C:28]3[CH:32]=[CH:31][O:30][N:29]=3)[O:23][N:22]=2)[CH:5]=[CH:6][C:7]=1[N:8]1[CH2:13][CH2:12][N:11]([C:14](=[O:20])[CH2:15][O:16]C(=O)C)[CH2:10][CH2:9]1.N>CO.O1CCCC1>[F:1][C:2]1[CH:3]=[C:4]([C:21]2[CH2:25][CH:24]([CH2:26][O:27][C:28]3[CH:32]=[CH:31][O:30][N:29]=3)[O:23][N:22]=2)[CH:5]=[CH:6][C:7]=1[N:8]1[CH2:13][CH2:12][N:11]([C:14](=[O:20])[CH2:15][OH:16])[CH2:10][CH2:9]1. Reported procedure: (5RS)-3-(3-Fluoro-4(4-(2-acetoxyacetyl)piperazin-1-yl)phenyl)-5-isoxazol-3-yloxymethyl-4,5-dihydroisoxazole (112 mg, 0.25 mM) was suspended in a saturated solution of ammonia in methanol (8 ml), diluted with tetrahydrofuran (5 ml). The mixture was stirred at ambient temperature for 40 hours. The residue after evaporation was chromatographed on a 5 g silica Mega Bond Elut® column, eluting with a gradient from 0–5% methanol in dichloromethane. Relevant fractions were combined to give the desired p... Yields the product COc1cc2c(Nc3cccc4c3OCO4)ncnc2cc1OCCC1(O)CCNCC1. RXN SMILES: [C:1]([O:2][C:3](=[O:4])[N:8]1[CH2:9][CH2:10][C:11]([OH:14])([CH2:15][CH2:16][O:17][c:18]2[c:19]([O:38][CH3:39])[cH:20][c:21]3[c:22]([NH:28][c:29]4[c:30]5[c:31]([cH:32][cH:33][cH:34]4)[O:35][CH2:36][O:37]5)[n:23][cH:24][n:25][c:26]3[cH:27]2)[CH2:12][CH2:13]1)([CH3:5])([CH3:6])[CH3:7].[CH2:47]([Cl:48])[Cl:49].[F:40][C:41]([F:42])([F:43])[C:44]([OH:45])=[O:46]>>[NH:8]1[CH2:9][CH2:10][C:11]([OH:14])([CH2:15][CH2:16][O:17][c:18]2[c:19]([O:38][CH3:39])[cH:20][c:21]3[c:22]([NH:28][c:29]4[c:30]5[c:31]([cH:32][cH:33][cH:34]4)[O:35][CH2:36][O:37]5)[n:23][cH:24][n:25][c:26]3[cH:27]2)[CH2:12][CH2:13]1. Starting materials: COc1cc2c(Nc3cccc4c3OCO4)ncnc2cc1OCCC1(O)CCN(C(=O)OC(C)(C)C)CC1, ClCCl, O=C(O)C(F)(F)F.